Dataset: the Open Reaction Database (ORD), a public repository of structured organic reaction records. Task: describe an organic reaction: reactants, conditions, products, and yield Isolated yield 51.0%. The reactants are S1C=C(C=C1)CCCl (2-(3-thienyl)chloroethane), C(C)#N (acetonitrile), [Sn](Cl)(Cl)(Cl)Cl (tin(IV) chloride). Procedure: To a solution of 2-(3-thienyl)chloroethane(20 g, 0.136 mol) prepared in the above Step 1 and anhydrous acetonitrile(350 ml) was added tin(IV) chloride(20 ml, 0.17 mol) at room temperature. The reaction mixture was heated to reflux for 16 hours and cooled, to which water was added to remove excess tin(IV) chloride. And then the reaction mixture was washed by dichloromethane. The water layer was separated and basified with aqueous K2CO3 solution under ice-cooling and then extracted with dichlorome... The product is CC1NC=CC2=C1SC=C2 (7-methyl-6,7-dihydrothieno[2,3-c]pyridine). As a reaction SMILES: [S:1]1[CH:5]=[CH:4][C:3]([CH2:6][CH2:7]Cl)=[CH:2]1.[C:9](#[N:11])[CH3:10].[Sn](Cl)(Cl)(Cl)Cl>O>[CH3:10][CH:9]1[C:2]2[S:1][CH:5]=[CH:4][C:3]=2[CH:6]=[CH:7][NH:11]1. Run in O (water). Reactants: ClC=1C=CC(=C(OCC[C@H]2N(C[C@@H](C2)OC(N(C)C)=O)C(=O)OCCCCCCCC)C1)CCC1=CC=CC=C1 ((2R,4R)-2-{2-[5-chloro-2-(2-phenylethyl)phenoxy]ethyl}-4-dimethylcarbamoyloxy-1-octyloxycarbonylpyrrolidine), [H-].[Al+3].[Li+].[H-].[H-].[H-] (lithium aluminum hydride). Run in O1CCCC1 (tetrahydrofuran). Yields the product ClC=1C=CC(=C(OCC[C@H]2N(C[C@@H](C2)O)C)C1)CCC1=CC=CC=C1 ((2R,4R)-2-{2-[5-Chloro-2-(2-phenylethyl)phenoxy]ethyl}-4-hydroxy-1-methylpyrrolidine). Yield: 29.5%. Reaction SMILES: [Cl:1][C:2]1[CH:3]=[CH:4][C:5]([CH2:33][CH2:34][C:35]2[CH:40]=[CH:39][CH:38]=[CH:37][CH:36]=2)=[C:6]([CH:32]=1)[O:7][CH2:8][CH2:9][C@@H:10]1[CH2:14][C@@H:13]([O:15]C(=O)N(C)C)[CH2:12][N:11]1[C:21](OCCCCCCCC)=O.[H-].[Al+3].[Li+].[H-].[H-].[H-]>O1CCCC1>[Cl:1][C:2]1[CH:3]=[CH:4][C:5]([CH2:33][CH2:34][C:35]2[CH:36]=[CH:37][CH:38]=[CH:39][CH:40]=2)=[C:6]([CH:32]=1)[O:7][CH2:8][CH2:9][C@@H:10]1[CH2:14][C@@H:13]([OH:15])[CH2:12][N:11]1[CH3:21] |f:1.2.3.4.5.6|. Procedure details: 1380 mg of (2R,4R)-2-{2-[5-chloro-2-(2-phenylethyl)phenoxy]ethyl}-4-dimethylcarbamoyloxy-1-octyloxycarbonylpyrrolidine [prepared as described in step (a) above], 20 ml of tetrahydrofuran and 450 mg of lithium aluminum hydride were allowed to react together and subsequently treated in the same manner as described in step (b) of Example 1. The concentrated substance thus obtained was purified by silica gel column chromatography, using a 5:1 by volume mixture of methylene chloride and methanol as t... The reactants are C1CCOC1, Cc1ccccc1, COC(=O)C1CCC2CC=CC=C2N1C(=O)C(F)(F)F, CI, O. Yields the product COC(=O)C1(C)CCC2CC=CC=C2N1C(=O)C(F)(F)F. Reaction SMILES: [CH2:21]1[O:22][CH2:23][CH2:24][CH2:25]1.[CH3:26][c:27]1[cH:28][cH:29][cH:30][cH:31][cH:32]1.[F:1][C:2]([C:3](=[O:4])[N:5]1[CH:6]([C:15](=[O:16])[O:17][CH3:18])[CH2:7][CH2:8][CH:9]2[CH2:10][CH:11]=[CH:12][CH:13]=[C:14]12)([F:19])[F:20].[I:33][CH3:34].[OH2:35]>>[F:1][C:2]([C:3](=[O:4])[N:5]1[C:6]([C:15](=[O:16])[O:17][CH3:18])([CH3:21])[CH2:7][CH2:8][CH:9]2[CH2:10][CH:11]=[CH:12][CH:13]=[C:14]12)([F:19])[F:20]. Starting materials: N1([C@H](C(=O)O)CCC1)C(=O)OC(C)(C)C (BocProOH), N[C@@H](CCC1=CC=CC=C1)C(=O)N[C@@H](CC1=CC=CC=C1)C(=O)OC (HPhe-PheOMe), anhydride, ClC(=O)OCC(C)C (isobutyl chloroformate). The product is N1([C@H](C(=O)N[C@@H](CC2=CC=CC=C2)C(=O)N[C@@H](CC2=CC=CC=C2)C(=O)OC)CCC1)C(=O)OC(C)(C)C (BocPro-Phe-PheOMe). The yield is 63.0%. As a reaction SMILES: [N:1]1([C:9]([O:11][C:12]([CH3:15])([CH3:14])[CH3:13])=[O:10])[CH2:8][CH2:7][CH2:6][C@H:2]1[C:3]([OH:5])=O.[NH2:16][C@H:17]([C:26]([NH:28][C@H:29]([C:37]([O:39][CH3:40])=[O:38])[CH2:30][C:31]1[CH:36]=[CH:35][CH:34]=[CH:33][CH:32]=1)=[O:27])[CH2:18][CH2:19][C:20]1[CH:25]=[CH:24][CH:23]=[CH:22]C=1.ClC(OCC(C)C)=O>>[N:1]1([C:9]([O:11][C:12]([CH3:15])([CH3:14])[CH3:13])=[O:10])[CH2:8][CH2:7][CH2:6][C@H:2]1[C:3]([NH:16][C@H:17]([C:26]([NH:28][C@H:29]([C:37]([O:39][CH3:40])=[O:38])[CH2:30][C:31]1[CH:32]=[CH:33][CH:34]=[CH:35][CH:36]=1)=[O:27])[CH2:18][C:19]1[CH:20]=[CH:25][CH:24]=[CH:23][CH:22]=1)=[O:5]. Reported procedure: Condensation of ZPheOH (11.7 g.) and HPheOMe (9.0 g.) by the mixed anhydride method using isobutyl chloroformate gave ZPhe-PheOMe in 82% yield. Debenzyloxycarbonylation of ZPhe-PheOMe (13.0 g.) by hydrogenation with palladium catalyst gave HPhe-PheOMe in 86% yield. Condensation of BocProOH (5.04 g.) and HPhe-PheOMe (8.5 g.) by the mixed anhydride method using isobutyl chloroformate gave BocPro-Phe-PheOMe in 63% yield. Hydrazinolysis of BocPro-Phe-PheOMe (4.5 g.) gave BocPro-Phe-PheNHNH2 in 93% y... The reactants are CC#N, O=C1CCC(=O)N1Cl, CSc1cc(C(F)(C(F)(F)F)C(F)(F)C(F)(F)F)ccc1N. Yields the product CSc1cc(C(F)(C(F)(F)F)C(F)(F)C(F)(F)F)cc(Cl)c1N. Reaction SMILES: [CH3:31][C:32]#[N:33].[Cl:23][N:24]1[C:25](=[O:26])[CH2:27][CH2:28][C:29]1=[O:30].[F:1][C:2]([C:3]([C:4]([F:5])([F:6])[F:7])([F:8])[F:9])([C:10]([F:11])([F:12])[F:13])[c:14]1[cH:15][c:16]([S:21][CH3:22])[c:17]([NH2:20])[cH:18][cH:19]1>>[F:1][C:2]([C:3]([C:4]([F:5])([F:6])[F:7])([F:8])[F:9])([C:10]([F:11])([F:12])[F:13])[c:14]1[cH:15][c:16]([S:21][CH3:22])[c:17]([NH2:20])[c:18]([Cl:23])[cH:19]1. Reactants: CC(=O)O, ClC(Cl)Cl, CC(C)c1ccncc1, O, OO. Product: CC(C)c1cc[n+]([O-])cc1. RXN SMILES: [C:17]([OH:18])(=[O:19])[CH3:20].[CH:12]([Cl:13])([Cl:14])[Cl:15].[CH:1]([CH3:2])([CH3:3])[c:4]1[cH:5][cH:6][n:7][cH:8][cH:9]1.[OH2:16].[OH:10][OH:11]>>[CH:1]([CH3:2])([CH3:3])[c:4]1[cH:5][cH:6][n+:7]([O-:10])[cH:8][cH:9]1. The reactants are C1CCOC1, [Mg+]C1CC1, [Cl-], CC1(C)OC(=O)C(=Cc2ccc(O)cc2)C(=O)O1. Yields the product CC1(C)OC(=O)C(C(c2ccc(O)cc2)C2CC2)C(=O)O1. As a reaction SMILES: [CH2:24]1[O:25][CH2:26][CH2:27][CH2:28]1.[CH:20]1([Mg+:23])[CH2:21][CH2:22]1.[Cl-:19].[OH:1][c:2]1[cH:3][cH:4][c:5]([CH:6]=[C:7]2[C:8](=[O:16])[O:9][C:10]([CH3:14])([CH3:15])[O:11][C:12]2=[O:13])[cH:17][cH:18]1>>[OH:1][c:2]1[cH:3][cH:4][c:5]([CH:6]([CH:7]2[C:8](=[O:16])[O:9][C:10]([CH3:14])([CH3:15])[O:11][C:12]2=[O:13])[CH:20]2[CH2:21][CH2:22]2)[cH:17][cH:18]1. Starting materials: C(C)(=O)OC(C)=O (acetic anhydride), NC1=CC2=C(C=CN3C(C2=O)=CC=C3)C=C1 (9-Amino-11H-pyrrolo[2,1-b][3]benzazepin-11-one). The solvent is N1=CC=CC=C1 (pyridine). The product is C(C)(=O)NC1=CC2=C(C=CN3C(C2=O)=CC=C3)C=C1 (9-acetamido-11H-pyrrolo[2,1-b][3]benzazepin-11-one). As a reaction SMILES: [NH2:1][C:2]1[CH:16]=[CH:15][C:5]2[CH:6]=[CH:7][N:8]3[CH:14]=[CH:13][CH:12]=[C:9]3[C:10](=[O:11])[C:4]=2[CH:3]=1.[C:17](OC(=O)C)(=[O:19])[CH3:18]>N1C=CC=CC=1>[C:17]([NH:1][C:2]1[CH:16]=[CH:15][C:5]2[CH:6]=[CH:7][N:8]3[CH:14]=[CH:13][CH:12]=[C:9]3[C:10](=[O:11])[C:4]=2[CH:3]=1)(=[O:19])[CH3:18]. Reported procedure: 9-Amino-11H-pyrrolo[2,1-b][3]benzazepin-11-one (2.1 g., 11.4 mmoles) dissolved in 15 ml. pyridine is treated with acetic anhydride (2 ml.) at room temperature for 19 hours. The volatiles are removed under vacuum and the residue is dissolved in chloroform, and chromatographed on silica gel. Elution with chloroform yields 9-acetamido-11H-pyrrolo[2,1-b][3]benzazepin-11-one.